Dataset: the Open Reaction Database (ORD), a public repository of structured organic reaction records. Task: describe an organic reaction: reactants, conditions, products, and yield Reactants: C1CCOC1, CCOC(=O)c1cnc(NC(=O)c2cc(OCc3ccccc3Cl)nc3ccc(C)cc23)s1, Cl, [Na+], [OH-], O. Product: Cc1ccc2nc(OCc3ccccc3Cl)cc(C(=O)Nc3ncc(C(=O)O)s3)c2c1. As a reaction SMILES: [CH2:37]1[O:38][CH2:39][CH2:40][CH2:41]1.[Cl:3][c:4]1[c:5]([CH2:6][O:7][c:8]2[n:9][c:10]3[cH:11][cH:12][c:13]([CH3:31])[cH:14][c:15]3[c:16]([C:18]([NH:19][c:20]3[s:21][c:22]([C:25](=[O:26])[O:27][CH2:28][CH3:29])[cH:23][n:24]3)=[O:30])[cH:17]2)[cH:32][cH:33][cH:34][cH:35]1.[ClH:36].[Na+:2].[OH-:1].[OH2:42]>>[Cl:3][c:4]1[c:5]([CH2:6][O:7][c:8]2[n:9][c:10]3[cH:11][cH:12][c:13]([CH3:31])[cH:14][c:15]3[c:16]([C:18]([NH:19][c:20]3[s:21][c:22]([C:25](=[O:26])[OH:27])[cH:23][n:24]3)=[O:30])[cH:17]2)[cH:32][cH:33][cH:34][cH:35]1. Starting materials: Cc1ccccc1, O=C(Cl)Cl, Nc1cc(OCC(F)(F)F)ccc1OCC(F)(F)F. Product: O=C=Nc1cc(OCC(F)(F)F)ccc1OCC(F)(F)F. As a reaction SMILES: [CH3:24][c:25]1[cH:26][cH:27][cH:28][cH:29][cH:30]1.[Cl:1][C:2]([Cl:3])=[O:4].[F:5][C:6]([CH2:7][O:8][c:9]1[c:10]([NH2:11])[cH:12][c:13]([O:16][CH2:17][C:18]([F:19])([F:20])[F:21])[cH:14][cH:15]1)([F:22])[F:23]>>[C:2](=[O:4])=[N:11][c:10]1[c:9]([O:8][CH2:7][C:6]([F:5])([F:22])[F:23])[cH:15][cH:14][c:13]([O:16][CH2:17][C:18]([F:19])([F:20])[F:21])[cH:12]1.